This data is from the Open Reaction Database (ORD), a public repository of structured organic reaction records. The task is: describe an organic reaction: reactants, conditions, products, and yield The reactants are OC1CN(CCC1(OC)OC)C(=O)OCC (Ethyl 3-hydroxy-4,4-dimethoxypiperidine-1-carboxylate), FC(C(=O)O)(F)F (trifluoroacetic acid). The solvent is C1CCOC1 (THF). Conditions: time 3.5 hour. Yields the product OC1CN(CCC1=O)C(=O)OCC (Ethyl 3-hydroxy-4-oxopiperidine-1-carboxylate). Yield: 117.3%. As a reaction SMILES: [OH:1][CH:2]1[C:7](OC)([O:8]C)[CH2:6][CH2:5][N:4]([C:12]([O:14][CH2:15][CH3:16])=[O:13])[CH2:3]1.FC(F)(F)C(O)=O>C1COCC1>[OH:1][CH:2]1[C:7](=[O:8])[CH2:6][CH2:5][N:4]([C:12]([O:14][CH2:15][CH3:16])=[O:13])[CH2:3]1. Procedure details: Ethyl 3-hydroxy-4,4-dimethoxypiperidine-1-carboxylate from Example 34A (5.00 g, 21.4 mmol) was dissolved in THF (50 mL), and trifluoroacetic acid (15.9 mL, 214 mmol) was added. The mixture was stirred for 3.5 h at rt. The solvent was then removed in vacuo. Twice, toluene was added and again removed in vacuo. The residue was dissolved in dichloromethane, dried over sodium sulfate, and the solvent was removed in vacuo to yield 4.70 g (95%) of an oil, which was used without further purification. Starting materials: O=C([O-])O, [Li]CCCC, CCCCCC, CCO, CC1(C)CCCC(C)(C)N1, CC=O, COc1ccc(Cl)nn1, COc1cc(C(C)O)c(Cl)nn1, Cl, [Na+], C1CCOC1. The product is COc1nnc(Cl)cc1C(C)O. Reaction SMILES: [C:29](=[O:30])([OH:31])[O-:32].[CH2:1]([Li:2])[CH2:3][CH2:4][CH3:5].[CH3:46][CH2:47][CH2:48][CH2:49][CH2:50][CH3:51].[CH3:57][CH2:58][OH:59].[CH3:6][C:7]1([CH3:8])[CH2:9][CH2:10][CH2:11][C:12]([CH3:13])([CH3:14])[NH:15]1.[CH:25]([CH3:26])=[O:27].[Cl:16][c:17]1[n:18][n:19][c:20]([O:23][CH3:24])[cH:21][cH:22]1.[Cl:34][c:35]1[n:36][n:37][c:38]([O:39][CH3:40])[cH:41][c:42]1[CH:43]([OH:44])[CH3:45].[ClH:28].[Na+:33].[O:52]1[CH2:53][CH2:54][CH2:55][CH2:56]1>>[Cl:16][c:17]1[n:18][n:19][c:20]([O:23][CH3:24])[c:21]([CH:25]([CH3:26])[OH:27])[cH:22]1. The product is ClC1=CC=C(OCC2=C(C(N(N2C)C2=CC=CC=C2)=O)C(C)C)C=C1 (5-(4-chloro-phenoxymethyl)-4-isopropyl-1-methyl-2-phenyl-1,2-dihydro-pyrazol-3-one). Reaction SMILES: [H-].[Na+].[Cl:3][C:4]1[CH:9]=[CH:8][C:7]([OH:10])=[CH:6][CH:5]=1.Br[CH2:12][C:13]1[N:17]([CH3:18])[N:16]([C:19]2[CH:24]=[CH:23][CH:22]=[CH:21][CH:20]=2)[C:15](=[O:25])[C:14]=1[CH:26]([CH3:28])[CH3:27]>CN(C=O)C.O.CCOC(C)=O>[Cl:3][C:4]1[CH:9]=[CH:8][C:7]([O:10][CH2:12][C:13]2[N:17]([CH3:18])[N:16]([C:19]3[CH:24]=[CH:23][CH:22]=[CH:21][CH:20]=3)[C:15](=[O:25])[C:14]=2[CH:26]([CH3:28])[CH3:27])=[CH:6][CH:5]=1 |f:0.1|. Run in O (water), CCOC(=O)C (EtOAc), CN(C)C=O (DMF), CN(C)C=O (DMF). Yield: 17.3%. Run at time 18 hour. Procedure: To a suspension of sodium hydride (0.023 g of a 50% dispersion in mineral oil) in DMF (2 mL) at 0° C. was added 4-chlorophenol (0.042 g). To this was added a solution of 5-bromomethyl-4-isopropyl-1-methyl-2-phenyl-1,2-dihydro-pyrazol-3-one (0.10 g) in DMF (1 mL) and the reaction mixture was allowed to stir at ambient temperature for 18 hours. The reaction was then diluted with water and EtOAc. The phases were separated and the aqueous was extracted with further EtOAc. The combined organic phases... The reactants are ClC1=CC=C(C=C1)O (4-chlorophenol), [H-].[Na+] (sodium hydride), BrCC1=C(C(N(N1C)C1=CC=CC=C1)=O)C(C)C (5-bromomethyl-4-isopropyl-1-methyl-2-phenyl-1,2-dihydro-pyrazol-3-one). The yield is 75.9%. Procedure details: A mixture of methyl 2-[({2′-[1-(p-methoxybenzyl)-1H-tetrazol-5-yl]biphenyl-4-yl}methyl)amino]-3-nitrobenzoate (compound 21a, 2.73 g, 4.96 mmol) and tin(II) chloride dihydrate (4.48 g, 19.9 mmol) in methanol (60 mL) was heated under reflux for 2 hr. The reaction mixture was concentrated under reduced pressure, and to the concentrated residue were added saturated aqueous sodium hydrogen carbonate and ethyl acetate. The mixture was stirred for 1 hr, and filtered, and the insoluble material was wash... Reaction SMILES: [CH3:1][O:2][C:3]1[CH:41]=[CH:40][C:6]([CH2:7][N:8]2[C:12]([C:13]3[CH:18]=[CH:17][CH:16]=[CH:15][C:14]=3[C:19]3[CH:24]=[CH:23][C:22]([CH2:25][NH:26][C:27]4[C:36]([N+:37]([O-])=O)=[CH:35][CH:34]=[CH:33][C:28]=4[C:29]([O:31][CH3:32])=[O:30])=[CH:21][CH:20]=3)=[N:11][N:10]=[N:9]2)=[CH:5][CH:4]=1.O.O.[Sn](Cl)Cl>CO>[CH3:1][O:2][C:3]1[CH:4]=[CH:5][C:6]([CH2:7][N:8]2[C:12]([C:13]3[CH:18]=[CH:17][CH:16]=[CH:15][C:14]=3[C:19]3[CH:24]=[CH:23][C:22]([CH2:25][NH:26][C:27]4[C:36]([NH2:37])=[CH:35][CH:34]=[CH:33][C:28]=4[C:29]([O:31][CH3:32])=[O:30])=[CH:21][CH:20]=3)=[N:11][N:10]=[N:9]2)=[CH:40][CH:41]=1 |f:1.2.3|. The reactants are COC1=CC=C(CN2N=NN=C2C2=C(C=CC=C2)C2=CC=C(C=C2)CNC2=C(C(=O)OC)C=CC=C2[N+](=O)[O-])C=C1 (methyl 2-[({2′-[1-(p-methoxybenzyl)-1H-tetrazol-5-yl]biphenyl-4-yl}methyl)amino]-3-nitrobenzoate), COC1=CC=C(CN2N=NN=C2C2=C(C=CC=C2)C2=CC=C(C=C2)CNC2=C(C(=O)OC)C=CC=C2[N+](=O)[O-])C=C1 (methyl 2-[({2′-[1-(p-methoxybenzyl)-1H-tetrazol-5-yl]biphenyl-4-yl}methyl)amino]-3-nitrobenzoate), O.O.[Sn](Cl)Cl (tin(II) chloride dihydrate). Run at time 1 hour. Yields the product COC1=CC=C(CN2N=NN=C2C2=C(C=CC=C2)C2=CC=C(C=C2)CNC2=C(C(=O)OC)C=CC=C2N)C=C1 (methyl 2-[({2′-[1-(p-methoxybenzyl)-1H-tetrazol-5-yl]biphenyl-4-yl}methyl)amino]-3-aminobenzoate). The solvent is CO (methanol). The reactants are ClCC(C(=O)O)O (3-chlorolactic acid), ClC1=CC=C(C=C1)O (p-chlorophenol), Cl (hydrochloric acid). Solvent: [OH-].[Na+] (sodium hydroxide). The product is ClC1=CC=C(OCC(C(=O)O)O)C=C1 (3-(p-chlorophenoxy)-lactic acid). As a reaction SMILES: Cl[CH2:2][CH:3]([OH:7])[C:4]([OH:6])=[O:5].[Cl:8][C:9]1[CH:14]=[CH:13][C:12]([OH:15])=[CH:11][CH:10]=1.Cl>[OH-].[Na+]>[Cl:8][C:9]1[CH:14]=[CH:13][C:12]([O:15][CH2:2][CH:3]([OH:7])[C:4]([OH:6])=[O:5])=[CH:11][CH:10]=1 |f:3.4|. Reported procedure: A mixture of 1.8 g (14.7 mmoles) 3-chlorolactic acid and 3.4 g p-chlorophenol in 15 ml 3.3N sodium hydroxide was stirred under reflux for two hours. The mixture was cooled to room temperature and acidified to pH=3, with concentrated hydrochloric acid. The resulting white crystals were filtered and dissolved in hot water and the hot solution was adjusted to pH=1 with concentrated sulfuric acid. Upon cooling the product, 3-(p-chlorophenoxy)-lactic acid was collected as clear crystals, 0.7 g, m.p. ... Reactants: Br, CC(=O)O, Cl, CCOC(=O)c1ccc(Br)cc1N, [NH4+], N#C[S-]. Yields the product CCOC(=O)c1cc(SC#N)c(Br)cc1N. As a reaction SMILES: [Br:19].[CH3:20][C:21](=[O:22])[OH:23].[ClH:1].[NH2:2][c:3]1[c:4]([C:5](=[O:6])[O:7][CH2:8][CH3:9])[cH:10][cH:11][c:12]([Br:14])[cH:13]1.[NH4+:18].[S-:15][C:16]#[N:17]>>[NH2:2][c:3]1[c:4]([C:5](=[O:6])[O:7][CH2:8][CH3:9])[cH:10][c:11]([S:15][C:16]#[N:17])[c:12]([Br:14])[cH:13]1. Starting materials: N1CCC(CC1)N1C(NCC2=CC=CC=C12)=O (1-(4-piperidinyl)-3,4-dihydroquinazolin-2(1H)-one), CCN(C(C)C)C(C)C (DIEA), COC1=C(C(=O)Cl)C=CC(=C1)OC (2,4-dimethoxybenzoyl chloride). Solvent: C(Cl)Cl (DCM). Reaction conditions: time 2 hour. Product: COC1=C(C(=O)N2CCC(CC2)N2C(NCC3=CC=CC=C23)=O)C=CC(=C1)OC (1-(2,4-Dimethoxybenzoylpiperidin-4-yl)-3,4-dihydroquinazolin-2(1H)-one), solid. Isolated yield 77.0%. Reaction SMILES: [NH:1]1[CH2:6][CH2:5][CH:4]([N:7]2[C:16]3[C:11](=[CH:12][CH:13]=[CH:14][CH:15]=3)[CH2:10][NH:9][C:8]2=[O:17])[CH2:3][CH2:2]1.CCN(C(C)C)C(C)C.[CH3:27][O:28][C:29]1[CH:37]=[C:36]([O:38][CH3:39])[CH:35]=[CH:34][C:30]=1[C:31](Cl)=[O:32]>C(Cl)Cl>[CH3:27][O:28][C:29]1[CH:37]=[C:36]([O:38][CH3:39])[CH:35]=[CH:34][C:30]=1[C:31]([N:1]1[CH2:2][CH2:3][CH:4]([N:7]2[C:16]3[C:11](=[CH:12][CH:13]=[CH:14][CH:15]=3)[CH2:10][NH:9][C:8]2=[O:17])[CH2:5][CH2:6]1)=[O:32]. Reported procedure: To a solution of 1-(4-piperidinyl)-3,4-dihydroquinazolin-2(1H)-one (680 mg, 1.40 mmol) from Step 5 in DCM (15 mL) was added DIEA (0.366 mL, 2.1 mmol) followed by 2,4-dimethoxybenzoyl chloride (309 mg, 1.54 mmol). The reaction was stirred for 2 h and the solvent was removed under reduced pressure. The residue was dissolved in EtOAc (100 mL) and washed with 5% aqueous citric acid (50 mL) and saturated aqueous NaHCO3 (2×50 mL). The EtOAc layer was dried (MgSO4), filtered, and the solvent was remove... Starting materials: Nc1cccc(Br)c1, CCOC(C)O, N#Cc1cnc2ccc(OCCCN3CCOCC3)nc2c1Cl, Cl, c1ccncc1. The product is N#Cc1cnc2ccc(OCCCN3CCOCC3)nc2c1Nc1cccc(Br)c1. Reaction SMILES: [Br:24][c:25]1[cH:26][c:27]([NH2:28])[cH:29][cH:30][cH:31]1.[CH2:39]([O:40][CH:41]([OH:42])[CH3:43])[CH3:44].[Cl:1][c:2]1[c:3]([C:22]#[N:23])[cH:4][n:5][c:6]2[cH:7][cH:8][c:9]([O:12][CH2:13][CH2:14][CH2:15][N:16]3[CH2:17][CH2:18][O:19][CH2:20][CH2:21]3)[n:10][c:11]12.[ClH:38].[cH:32]1[cH:33][cH:34][n:35][cH:36][cH:37]1>>[c:2]1([NH:28][c:27]2[cH:26][c:25]([Br:24])[cH:31][cH:30][cH:29]2)[c:3]([C:22]#[N:23])[cH:4][n:5][c:6]2[cH:7][cH:8][c:9]([O:12][CH2:13][CH2:14][CH2:15][N:16]3[CH2:17][CH2:18][O:19][CH2:20][CH2:21]3)[n:10][c:11]12. Starting materials: C(CCC)[Li] (Butyl lithium), C(C)#N (Acetonitrile), [Cl-].[NH4+] (ammonium chloride), COC(CC1=CC(=C(C=C1)OC)OC)=O ((3,4-dimethoxyphenyl)acetic acid methyl ester). Run in C1CCOC1 (THF), C1CCOC1 (THF). Conditions: temperature -78 celsius. Yields the product COC=1C=C(C=CC1OC)CC(CC#N)=O (4-(3,4-dimethoxyphenyl)-3-oxo-butyronitrile). As a reaction SMILES: C([Li])CCC.[C:6](#[N:8])[CH3:7].C[O:10][C:11](=O)[CH2:12][C:13]1[CH:18]=[CH:17][C:16]([O:19][CH3:20])=[C:15]([O:21][CH3:22])[CH:14]=1.[Cl-].[NH4+]>C1COCC1>[CH3:22][O:21][C:15]1[CH:14]=[C:13]([CH2:12][C:11](=[O:10])[CH2:7][C:6]#[N:8])[CH:18]=[CH:17][C:16]=1[O:19][CH3:20] |f:3.4|. Procedure: To a 1.0 L three-necked round-bottomed flask was added 50 mL of THF and the reaction mixture was cooled to −78° C. Butyl lithium (BuLi, 1.6 M, 14.4 mL, 23 mmol) was added dropwise keeping the temperature below −70° C. Acetonitrile (1.3 mL, 25 mmol) in 30 mL of THF was added dropwise to the flask amidst stirring and cooling. After 2 hours (h) of stirring, (3,4-dimethoxyphenyl)acetic acid methyl ester (2.3 g, 11 mmol) was added to the resulting white colloidal mixture in the flask. The reaction mi... RXN SMILES: [Br:1][c:2]1[cH:3][n:4][c:5]([NH:8][c:9]2[cH:10][cH:11][c:12]([O:13][CH2:14][CH2:15][N:16]3[CH2:17][CH2:18][CH:19]([C:22](=[O:23])[O-:24])[CH2:20][CH2:21]3)[cH:25][cH:26]2)[n:6][cH:7]1.[C:47](=[O:48])([O-:49])[O-:50].[CH2:53]1[O:54][CH2:55][CH2:56][O:57][CH2:58]1.[F:28][CH:29]([O:30][c:31]1[cH:32][cH:33][c:34]([B:37]2[O:38][C:39]([CH3:40])([CH3:41])[C:42]([CH3:43])([CH3:44])[O:45]2)[cH:35][cH:36]1)[F:46].[Na+:27].[Na+:51].[Na+:52].[cH:59]1[cH:60][cH:61][c:62]([P:63]([Pd:64]([P:65]([c:66]2[cH:67][cH:68][cH:69][cH:70][cH:71]2)([c:72]2[cH:73][cH:74][cH:75][cH:76][cH:77]2)[c:78]2[cH:79][cH:80][cH:81][cH:82][cH:83]2)([P:84]([c:85]2[cH:86][cH:87][cH:88][cH:89][cH:90]2)([c:91]2[cH:92][cH:93][cH:94][cH:95][cH:96]2)[c:97]2[cH:98][cH:99][cH:100][cH:101][cH:102]2)[P:103]([c:104]2[cH:105][cH:106][cH:107][cH:108][cH:109]2)([c:110]2[cH:111][cH:112][cH:113][cH:114][cH:115]2)[c:116]2[cH:117][cH:118][cH:119][cH:120][cH:121]2)([c:122]2[cH:123][cH:124][cH:125][cH:126][cH:127]2)[c:128]2[cH:129][cH:130][cH:131][cH:132][cH:133]2)[cH:134][cH:135]1>>[c:2]1(-[c:34]2[cH:33][cH:32][c:31]([O:30][CH:29]([F:28])[F:46])[cH:36][cH:35]2)[cH:3][n:4][c:5]([NH:8][c:9]2[cH:10][cH:11][c:12]([O:13][CH2:14][CH2:15][N:16]3[CH2:17][CH2:18][CH:19]([C:22](=[O:23])[OH:24])[CH2:20][CH2:21]3)[cH:25][cH:26]2)[n:6][cH:7]1. Starting materials: O=C([O-])C1CCN(CCOc2ccc(Nc3ncc(Br)cn3)cc2)CC1, O=C([O-])[O-], C1COCCO1, CC1(C)OB(c2ccc(OC(F)F)cc2)OC1(C)C, [Na+], [Na+], [Na+], c1ccc(P(c2ccccc2)(c2ccccc2)[Pd](P(c2ccccc2)(c2ccccc2)c2ccccc2)(P(c2ccccc2)(c2ccccc2)c2ccccc2)P(c2ccccc2)(c2ccccc2)c2ccccc2)cc1. The product is O=C(O)C1CCN(CCOc2ccc(Nc3ncc(-c4ccc(OC(F)F)cc4)cn3)cc2)CC1.